This data is from the Open Reaction Database (ORD), a public repository of structured organic reaction records. The task is: describe an organic reaction: reactants, conditions, products, and yield The reactants are C(C1=CC=CC=C1)OC1=NC(=C(C(=N1)OCC1=CC=CC=C1)[N+](=O)[O-])C=CN(C)C (2,4-dibenzyloxy-6-(2-dimethylaminovinyl)-5-nitropyrimidine). The reagents and catalysts are [Zn] (Zinc). The solvent is C(C)(=O)O (acetic acid). Run at time 2 hour. Product: C(C1=CC=CC=C1)OC1=NC(=C2C(N1)=CC=N2)OCC2=CC=CC=C2 (2,4-dibenzyloxypyrrolo[3,2-d]pyrimidine). The yield is 93.2%. RXN SMILES: [CH2:1]([O:8][C:9]1[N:14]=[C:13]([O:15][CH2:16][C:17]2[CH:22]=[CH:21][CH:20]=[CH:19][CH:18]=2)[C:12]([N+:23]([O-])=O)=[C:11]([CH:26]=[CH:27]N(C)C)[N:10]=1)[C:2]1[CH:7]=[CH:6][CH:5]=[CH:4][CH:3]=1>C(O)(=O)C.[Zn]>[CH2:1]([O:8][C:9]1[NH:10][C:11]2=[CH:26][CH:27]=[N:23][C:12]2=[C:13]([O:15][CH2:16][C:17]2[CH:22]=[CH:21][CH:20]=[CH:19][CH:18]=2)[N:14]=1)[C:2]1[CH:3]=[CH:4][CH:5]=[CH:6][CH:7]=1. Procedure: Zinc dust (30 g) was added to a solution of the product from Example 36.2 (20 g) in acetic acid (300 ml) with cooling to control the exotherm. The resulting mixture was then stirred for 2 h, filtered, and the filtrate was concentrated to dryness. The residue was partioned between chloroform and aqueous sodium bicarbonate, the organic layer was dried and then concentrated to dryness to give a solid residue of 2,4-dibenzyloxypyrrolo[3,2-d]pyrimidine (15.2 g). Starting materials: O=C1CCC(=O)N1Br, CCCc1c[nH]cc1C(=O)OC, c1ccncc1. Yields the product CCCc1c(C(=O)OC)c[nH]c1Br. As a reaction SMILES: [Br:13][N:14]1[C:15](=[O:16])[CH2:17][CH2:18][C:19]1=[O:20].[CH2:1]([CH2:2][CH3:3])[c:4]1[c:5]([C:9](=[O:10])[O:11][CH3:12])[cH:6][nH:7][cH:8]1.[cH:21]1[cH:22][cH:23][n:24][cH:25][cH:26]1>>[CH2:1]([CH2:2][CH3:3])[c:4]1[c:5]([C:9](=[O:10])[O:11][CH3:12])[cH:6][nH:7][c:8]1[Br:13].